This data is from the Open Reaction Database (ORD), a public repository of structured organic reaction records. The task is: describe an organic reaction: reactants, conditions, products, and yield The reactants are C1(CC\C=C\CCCCCC\C=C\CC1)=O (cyclopentadeca-4E,12E-dien-1-one), [H][H] (hydrogen). The reagents and catalysts are [Pd] (palladium-on-carbon). Solvent: C(C)O (ethanol). Product: C1(CCCCCCCCCCCCCC1)=O (cyclopentadecanone). The yield is 89.1%. Reaction SMILES: [C:1]1(=[O:16])[CH2:15][CH2:14][CH:13]=[CH:12][CH2:11][CH2:10][CH2:9][CH2:8][CH2:7][CH2:6][CH:5]=[CH:4][CH2:3][CH2:2]1.[H][H]>[Pd].C(O)C>[C:1]1(=[O:16])[CH2:15][CH2:14][CH2:13][CH2:12][CH2:11][CH2:10][CH2:9][CH2:8][CH2:7][CH2:6][CH2:5][CH2:4][CH2:3][CH2:2]1. Procedure details: A flask was charged with cyclopentadeca-4E,12E-dien-1-one (0.10 g, 0.45 mmole), ethanol (5 ml) and 5% palladium-on-carbon (0.01 g). The mixture was stirred at room temperature under 1 atm of hydrogen gas for 1 hour. The reaction mixture was filtered through celite and concentrated to provide cyclopentadecanone (exaltone) (0.09 g, 88% yield). C15H28O (224.39 g/mole). 1HNMR (500 MHz, CDCl3): 1.25 (m, 20H), 1.60 (m, 4H), 2.35 (t, 4H) ppm. 13CNMR (125 MHz, CDCl3): 23.40, 26.25, 26.39, 26.69, 26.74, ...